Dataset: the Open Reaction Database (ORD), a public repository of structured organic reaction records. Task: describe an organic reaction: reactants, conditions, products, and yield The reactants are C(CCCCCCCCCCCCCCCCCCCCC)(=O)OC(C)C1=C(C=CC=C1)Br (1-(2-bromophenyl)ethyl behenate), (R,S)-1-2-(bromophenyl)ethanol, C1CCCCC1 (cyclohexane), (R,S)-1-(2-bromophenyl)ethanol. Reported procedure: Interesterification was carried out by using 5 g of Lipase P of Pseudomonas fluorescens origin (a product of Amano Pharmaceutical Co., Ltd.), 10 g of (R,S)-1-2-(bromophenyl)ethanol, 30 g of tribehen and 450 ml of cyclohexane at 50° C. for 72 hours in the same manner as in Example 8. The water content of the reaction system was 0.01% by weight, and 90% of the lipase particles had a particle size of 30 to 50 μm. Gas chromatography of the reaction mixture revealed that 48 mol % of (R,S)-1-(2-bromop... Yield: 82.0%. As a reaction SMILES: C1CCCCC1.C([O:30][CH:31]([C:33]1[CH:38]=[CH:37][CH:36]=[CH:35][C:34]=1[Br:39])[CH3:32])(=O)CCCCCCCCCCCCCCCCCCCCC>O>[Br:39][C:34]1[CH:35]=[CH:36][CH:37]=[CH:38][C:33]=1[C@@H:31]([OH:30])[CH3:32]. Product: BrC1=C(C=CC=C1)[C@H](C)O ((S)-(-)-1-(2-bromophenyl)ethanol). Run in O (water). Reactants: CC12CCC3C(CC(C(=O)O)C4CC(=O)CCC43C)C1CCC2=O, C1CCOC1, Cc1ccccc1, N, O=S(Cl)Cl. Product: CC12CCC3C(CC(C(N)=O)C4CC(=O)CCC43C)C1CCC2=O. As a reaction SMILES: [C:1](=[O:2])([OH:3])[CH:4]1[CH2:5][CH:6]2[CH:7]3[CH2:8][CH2:9][C:10](=[O:24])[C:11]3([CH3:12])[CH2:13][CH2:14][CH:15]2[C:16]2([CH3:23])[CH2:17][CH2:18][C:19](=[O:22])[CH2:20][CH:21]12.[CH2:37]1[O:38][CH2:39][CH2:40][CH2:41]1.[CH3:26][c:27]1[cH:28][cH:29][cH:30][cH:31][cH:32]1.[NH3:25].[S:33]([Cl:34])([Cl:35])=[O:36]>>[C:1](=[O:2])([CH:4]1[CH2:5][CH:6]2[CH:7]3[CH2:8][CH2:9][C:10](=[O:24])[C:11]3([CH3:12])[CH2:13][CH2:14][CH:15]2[C:16]2([CH3:23])[CH2:17][CH2:18][C:19](=[O:22])[CH2:20][CH:21]12)[NH2:25]. Starting materials: [I-].C(C)OC(=O)C1=CC=C(C=C1)[Zn+] (4-ethoxycarbonylphenyl zinc iodide), C1(CC1)C(=O)Cl (cyclopropanecarbonyl chloride). Product: C1(CC1)C(=O)C1=CC=C(C(=O)OCC)C=C1 (ethyl 4-(cyclopropylcarbonyl)benzoate). RXN SMILES: [I-].[CH2:2]([O:4][C:5]([C:7]1[CH:12]=[CH:11][C:10]([Zn+])=[CH:9][CH:8]=1)=[O:6])[CH3:3].[CH:14]1([C:17](Cl)=[O:18])[CH2:16][CH2:15]1>>[CH:14]1([C:17]([C:10]2[CH:11]=[CH:12][C:7]([C:5]([O:4][CH2:2][CH3:3])=[O:6])=[CH:8][CH:9]=2)=[O:18])[CH2:16][CH2:15]1 |f:0.1|. Procedure details: Intermediate i-3a was prepared from 4-ethoxycarbonylphenyl zinc iodide and cyclopropanecarbonyl chloride following the above procedure as described for intermediate i-1a. m/z (ES) 219 (MH)+. 1HNMR (500 MHz, CDCl3): δ 8.17 (d, 2H, J=8.5 Hz), 8.08 (d, 2H, J=8.4 Hz), 4.44 (q, 2H, J=7.1 Hz), 2.71 (m, 1H), 1.45 (t, 3H, J=7.1 Hz), 1.31 (m, 2H), 1.13 (m, 2H). Starting materials: COC(CN(Cc1nc2ccccc2n1C)C(=O)OCC1c2ccccc2-c2ccccc21)OC, Cl, C1CCOC1. The product is Cn1c(CN(CC=O)C(=O)OCC2c3ccccc3-c3ccccc32)nc2ccccc21. As a reaction SMILES: [CH3:1][O:2][CH:3]([CH2:4][N:5]([C:6]([O:7][CH2:8][CH:9]1[c:10]2[cH:11][cH:12][cH:13][cH:14][c:15]2-[c:16]2[cH:17][cH:18][cH:19][cH:20][c:21]21)=[O:22])[CH2:23][c:24]1[n:25][c:26]2[c:27]([n:28]1[CH3:29])[cH:30][cH:31][cH:32][cH:33]2)[O:34][CH3:35].[ClH:36].[O:37]1[CH2:38][CH2:39][CH2:40][CH2:41]1>>[O:2]=[CH:3][CH2:4][N:5]([C:6]([O:7][CH2:8][CH:9]1[c:10]2[cH:11][cH:12][cH:13][cH:14][c:15]2-[c:16]2[cH:17][cH:18][cH:19][cH:20][c:21]21)=[O:22])[CH2:23][c:24]1[n:25][c:26]2[c:27]([n:28]1[CH3:29])[cH:30][cH:31][cH:32][cH:33]2. Starting materials: BrC=1C=C(C=C(C1)OC(F)(F)F)C(=O)NC=1OC(=NN1)C=1OC=CC1 (3-bromo-N-[5-(2-furyl)-1,3,4-oxadiazol-2-yl]-5-trifluoromethoxybenzenecarboxamide), C(C)C1=CC=C(C=C1)C1=CC=C(C=C1)B(O)O (4′-ethyl-4-biphenylboronic acid). Yields the product C(C)C1=CC=C(C=C1)C1=CC=C(C=C1)C1=CC(=CC(=C1)OC(F)(F)F)C(=O)NC=1OC(=NN1)C=1OC=CC1 (4″-Ethyl-N-[5-(2-furyl)-1,3,4-oxadiazol-2-yl]-5-trifluoromethoxy-3-(p-terphenyl)carboxamide). Reaction SMILES: Br[C:2]1[CH:3]=[C:4]([C:13]([NH:15][C:16]2[O:17][C:18]([C:21]3[O:22][CH:23]=[CH:24][CH:25]=3)=[N:19][N:20]=2)=[O:14])[CH:5]=[C:6]([O:8][C:9]([F:12])([F:11])[F:10])[CH:7]=1.[CH2:26]([C:28]1[CH:33]=[CH:32][C:31]([C:34]2[CH:39]=[CH:38][C:37](B(O)O)=[CH:36][CH:35]=2)=[CH:30][CH:29]=1)[CH3:27]>>[CH2:26]([C:28]1[CH:33]=[CH:32][C:31]([C:34]2[CH:39]=[CH:38][C:37]([C:2]3[CH:7]=[C:6]([O:8][C:9]([F:12])([F:11])[F:10])[CH:5]=[C:4]([C:13]([NH:15][C:16]4[O:17][C:18]([C:21]5[O:22][CH:23]=[CH:24][CH:25]=5)=[N:19][N:20]=4)=[O:14])[CH:3]=3)=[CH:36][CH:35]=2)=[CH:30][CH:29]=1)[CH3:27]. Procedure: The title compound was synthesized in accordance with the synthesis method of compound Ia-50, using 3-bromo-N-[5-(2-furyl)-1,3,4-oxadiazol-2-yl]-5-trifluoromethoxybenzenecarboxamide prepared in Reference Example 40 instead of compound Ia-50 and using commercially available 4′-ethyl-4-biphenylboronic acid instead of 1-methyl-5-indoleboronic acid pinacol ester. The reactants are Cc1cc(C)c(Nc2nc(F)nc3c2ccn3Cc2ccccc2)c(C)c1, ClCCl, N#Cc1ccc(N)cc1, O=C(O)C(F)(F)F, OCC(F)(F)F. The product is Cc1cc(C)c(Nc2nc(Nc3ccc(C#N)cc3)nc3c2ccn3Cc2ccccc2)c(C)c1. Reaction SMILES: [CH2:1]([c:2]1[cH:3][cH:4][cH:5][cH:6][cH:7]1)[n:8]1[cH:9][cH:10][c:11]2[c:12]1[n:13][c:14]([F:27])[n:15][c:16]2[NH:17][c:18]1[c:19]([CH3:26])[cH:20][c:21]([CH3:25])[cH:22][c:23]1[CH3:24].[Cl:50][CH2:51][Cl:52].[NH2:28][c:29]1[cH:30][cH:31][c:32]([C:33]#[N:34])[cH:35][cH:36]1.[OH:37][C:38]([C:39]([F:40])([F:41])[F:42])=[O:43].[OH:44][CH2:45][C:46]([F:47])([F:48])[F:49]>>[CH2:1]([c:2]1[cH:3][cH:4][cH:5][cH:6][cH:7]1)[n:8]1[cH:9][cH:10][c:11]2[c:12]1[n:13][c:14]([NH:28][c:29]1[cH:30][cH:31][c:32]([C:33]#[N:34])[cH:35][cH:36]1)[n:15][c:16]2[NH:17][c:18]1[c:19]([CH3:26])[cH:20][c:21]([CH3:25])[cH:22][c:23]1[CH3:24].